This data is from the Open Reaction Database (ORD), a public repository of structured organic reaction records. The task is: describe an organic reaction: reactants, conditions, products, and yield The reactants are SC=1SC(=NN1)SC1C(=O)OC(C1)=O (2-(2-mercapto-1,3,4-thiadiazol-5-ylthio)-succinic anhydride), C(CCCCCCC\C=C/CCCCCCCC)N (oleylamine). Solvent: C=1(C(=CC=CC1)C)C (xylene). The product is C(CCCCCCC\C=C/CCCCCCCC)N1C(C(CC1=O)SC1=NN=C(S1)S)=O (N-Oleyl-2-(2-mercapto-1,3,4-thiadiazol-5-ylthio)-succinimide). Reaction SMILES: [SH:1][C:2]1[S:3][C:4]([S:7][CH:8]2[CH2:13][C:12](=[O:14])O[C:9]2=[O:10])=[N:5][N:6]=1.[CH2:15]([NH2:33])[CH2:16][CH2:17][CH2:18][CH2:19][CH2:20][CH2:21][CH2:22]/[CH:23]=[CH:24]\[CH2:25][CH2:26][CH2:27][CH2:28][CH2:29][CH2:30][CH2:31][CH3:32]>C1(C)C(C)=CC=CC=1>[CH2:15]([N:33]1[C:12](=[O:14])[CH2:13][CH:8]([S:7][C:4]2[S:3][C:2]([SH:1])=[N:6][N:5]=2)[C:9]1=[O:10])[CH2:16][CH2:17][CH2:18][CH2:19][CH2:20][CH2:21][CH2:22]/[CH:23]=[CH:24]\[CH2:25][CH2:26][CH2:27][CH2:28][CH2:29][CH2:30][CH2:31][CH3:32]. Reported procedure: A mixture of 2-(2-mercapto-1,3,4-thiadiazol-5-ylthio)-succinic anhydride and oleylamine (1:1 molar ratio) in xylene was refluxed for three hours. After removing the solvent under reduced pressure, the reaction product was a light brown, viscous oil. Both its IR spectrum and elemental analysis appeared to be consistent with the proposed structure. A sample of N-(2-ethylhexyl)-2-(2-mercapto-1,3,4-thiadiazol-5-ylthio)-succinimide was similarly prepared. Reactants: [Br-], CCC[Mg+], CCOC(C)=O, COc1nc(Cl)cc(C)c1C#N, Cl. The product is CCCc1cc(C)c(C#N)c(OC)n1. RXN SMILES: [Br-:13].[CH2:14]([CH2:15][CH3:16])[Mg+:17].[CH2:19]([O:20][C:21](=[O:22])[CH3:23])[CH3:24].[Cl:1][c:2]1[n:3][c:4]([O:11][CH3:12])[c:5]([C:6]#[N:7])[c:8]([CH3:10])[cH:9]1.[ClH:18]>>[c:2]1([CH2:14][CH2:15][CH3:16])[n:3][c:4]([O:11][CH3:12])[c:5]([C:6]#[N:7])[c:8]([CH3:10])[cH:9]1. Starting materials: CCOc1c(OCC)c(=O)c1=O, CCO, Cl, Cl, Cc1cc(N)ccc1C1CN(C)Cc2c(Cl)cc(Cl)cc21. The product is CCOc1c(Nc2ccc(C3CN(C)Cc4c(Cl)cc(Cl)cc43)c(C)c2)c(=O)c1=O. As a reaction SMILES: [CH2:1]([O:2][c:4]1[c:5]([O:10][CH2:11][CH3:12])[c:6](=[O:9])[c:7]1=[O:8])[CH3:3].[CH3:36][CH2:37][OH:38].[ClH:13].[ClH:14].[NH2:15][c:16]1[cH:17][c:18]([CH3:35])[c:19]([CH:22]2[CH2:23][N:24]([CH3:34])[CH2:25][c:26]3[c:27]([Cl:33])[cH:28][c:29]([Cl:32])[cH:30][c:31]32)[cH:20][cH:21]1>>[c:4]1([NH:15][c:16]2[cH:17][c:18]([CH3:35])[c:19]([CH:22]3[CH2:23][N:24]([CH3:34])[CH2:25][c:26]4[c:27]([Cl:33])[cH:28][c:29]([Cl:32])[cH:30][c:31]43)[cH:20][cH:21]2)[c:5]([O:10][CH2:11][CH3:12])[c:6](=[O:9])[c:7]1=[O:8]. Starting materials: O=C(Cl)C(=O)Cl, O=C([O-])O, Cc1cccc(-n2c(C)ccc(C(=O)O)c2=O)c1, CN(C)C=O, Nc1ccc(Oc2ccc3nc(NC(=O)C4CC4)cn3c2)c(F)c1, [Na+], C1CCOC1. Product: Cc1cccc(-n2c(C)ccc(C(=O)Nc3ccc(Oc4ccc5nc(NC(=O)C6CC6)cn5c4)c(F)c3)c2=O)c1. Reaction SMILES: [C:19]([Cl:20])(=[O:21])[C:22]([Cl:23])=[O:24].[C:49](=[O:50])([O-:51])[OH:52].[CH3:1][c:2]1[cH:3][cH:4][c:5]([C:16](=[O:17])[OH:18])[c:6](=[O:15])[n:7]1-[c:8]1[cH:9][c:10]([CH3:14])[cH:11][cH:12][cH:13]1.[CH3:59][N:60]([CH3:61])[CH:62]=[O:63].[NH2:25][c:26]1[cH:27][c:28]([F:48])[c:29]([O:30][c:31]2[cH:32][cH:33][c:34]3[n:35]([cH:36]2)[cH:37][c:38]([NH:40][C:41](=[O:42])[CH:43]2[CH2:44][CH2:45]2)[n:39]3)[cH:46][cH:47]1.[Na+:53].[O:54]1[CH2:55][CH2:56][CH2:57][CH2:58]1>>[CH3:1][c:2]1[cH:3][cH:4][c:5]([C:16](=[O:18])[NH:25][c:26]2[cH:27][c:28]([F:48])[c:29]([O:30][c:31]3[cH:32][cH:33][c:34]4[n:35]([cH:36]3)[cH:37][c:38]([NH:40][C:41](=[O:42])[CH:43]3[CH2:44][CH2:45]3)[n:39]4)[cH:46][cH:47]2)[c:6](=[O:15])[n:7]1-[c:8]1[cH:9][c:10]([CH3:14])[cH:11][cH:12][cH:13]1.